From a dataset of the Open Reaction Database (ORD), a public repository of structured organic reaction records. describe an organic reaction: reactants, conditions, products, and yield The reactants are CCCN=C=O, CN(C)c1ccncc1, CCCCc1nn(-c2cc(N)ccc2Cl)c(=O)n1Cc1ccc(-c2ccccc2S(=O)(=O)NC(=O)c2ccccc2Cl)cc1, c1ccncc1. Product: CCCCc1nn(-c2cc(NC(=O)NCCC)ccc2Cl)c(=O)n1Cc1ccc(-c2ccccc2S(=O)(=O)NC(=O)c2ccccc2Cl)cc1. RXN SMILES: [CH2:45]([CH2:46][CH3:47])[N:48]=[C:49]=[O:50].[CH3:51][N:52]([c:53]1[cH:54][cH:55][n:56][cH:57][cH:58]1)[CH3:59].[NH2:1][c:2]1[cH:3][cH:4][c:5]([Cl:44])[c:6](-[n:8]2[n:9][c:10]([CH2:40][CH2:41][CH2:42][CH3:43])[n:11]([CH2:14][c:15]3[cH:16][cH:17][c:18](-[c:21]4[c:22]([S:27]([NH:28][C:29]([c:30]5[c:31]([Cl:36])[cH:32][cH:33][cH:34][cH:35]5)=[O:37])(=[O:38])=[O:39])[cH:23][cH:24][cH:25][cH:26]4)[cH:19][cH:20]3)[c:12]2=[O:13])[cH:7]1.[cH:60]1[cH:61][cH:62][n:63][cH:64][cH:65]1>>[NH:1]([c:2]1[cH:3][cH:4][c:5]([Cl:44])[c:6](-[n:8]2[n:9][c:10]([CH2:40][CH2:41][CH2:42][CH3:43])[n:11]([CH2:14][c:15]3[cH:16][cH:17][c:18](-[c:21]4[c:22]([S:27]([NH:28][C:29]([c:30]5[c:31]([Cl:36])[cH:32][cH:33][cH:34][cH:35]5)=[O:37])(=[O:38])=[O:39])[cH:23][cH:24][cH:25][cH:26]4)[cH:19][cH:20]3)[c:12]2=[O:13])[cH:7]1)[C:49]([NH:48][CH2:45][CH2:46][CH3:47])=[O:50]. Starting materials: CO, Cl, O=[N+]([O-])c1ccccc1-c1ccncc1. Product: Nc1ccccc1-c1ccncc1. RXN SMILES: [CH3:17][OH:18].[ClH:16].[N+:1]([O-:2])(=[O:3])[c:4]1[c:5](-[c:10]2[cH:11][cH:12][n:13][cH:14][cH:15]2)[cH:6][cH:7][cH:8][cH:9]1>>[NH2:1][c:4]1[c:5](-[c:10]2[cH:11][cH:12][n:13][cH:14][cH:15]2)[cH:6][cH:7][cH:8][cH:9]1.